From a dataset of the Open Reaction Database (ORD), a public repository of structured organic reaction records. describe an organic reaction: reactants, conditions, products, and yield Reactants: CCCCC[C@@H](/C=C/[C@H]1[C@@H](CC(=O)[C@@H]1CCCCCCC(=O)O)O)O (PGE1), [BH4-].[Na+] (sodium borohydride), alcohol. The product is CCCCC[C@@H](/C=C/[C@H]1[C@@H](CC(=O)[C@@H]1CCCCCCC(=O)O)O)O (PGE1α), CCCCC[C@@H](/C=C/[C@H]1[C@@H](C[C@H]([C@@H]1CCCCCCC(=O)O)O)O)O (PGF1β). Reaction SMILES: [CH3:1][CH2:2][CH2:3][CH2:4][CH2:5][C@H:6]([OH:25])/[CH:7]=[CH:8]/[C@@H:9]1[C@@H:14]([CH2:15][CH2:16][CH2:17][CH2:18][CH2:19][CH2:20][C:21]([OH:23])=[O:22])[C:12](=[O:13])[CH2:11][C@H:10]1[OH:24].[BH4-].[Na+]>>[CH3:1][CH2:2][CH2:3][CH2:4][CH2:5][C@H:6]([OH:25])/[CH:7]=[CH:8]/[C@@H:9]1[C@@H:14]([CH2:15][CH2:16][CH2:17][CH2:18][CH2:19][CH2:20][C:21]([OH:23])=[O:22])[C:12](=[O:13])[CH2:11][C@H:10]1[OH:24].[CH3:1][CH2:2][CH2:3][CH2:4][CH2:5][C@H:6]([OH:25])/[CH:7]=[CH:8]/[C@@H:9]1[C@@H:14]([CH2:15][CH2:16][CH2:17][CH2:18][CH2:19][CH2:20][C:21]([OH:23])=[O:22])[C@H:12]([OH:13])[CH2:11][C@H:10]1[OH:24] |f:1.2|. Procedure details: Specifically to formulate the analogue of PGA1, which bears the name of Methyl 15-Hydroxy-9-oxo-16,17,18,19,20-pentanorprosta-10,13E-dien-1oate (XVI), ##STR21## the depentyl PGE1 (Methyl 11α,15-Dihydroxy-9-oxo-16,17,18,19,20-pentanorprost-13E-en-1-oate (XV) is mixed with a mild carboxylic acid at a relatively high temperature of about 50° to 70° C. Using acetic acid also gives the 15-acetate (XVII). On the other hand, mixing the same depentyl analogue of PGE1 with sodium borohydride in a dry alc... The solvent is Cl.O1CCOCC1 (HCl Dioxane). Yields the product BrC1=CC(=C(CNC=2C=CC(=C(C2)C2(N=C(COC2)N)CF)F)C=C1)Cl (5-[5-(4-Bromo-2-chloro-benzylamino)-2-fluoro-phenyl]-5-fluoromethyl-5,6-dihydro-2H-[1,4]oxazin-3-ylamine). RXN SMILES: C(OC(=O)[NH:7][C:8]1[CH2:9][O:10][CH2:11][C:12]([C:16]2[CH:21]=[C:20]([NH:22][CH2:23][C:24]3[CH:29]=[CH:28][C:27]([Br:30])=[CH:26][C:25]=3[Cl:31])[CH:19]=[CH:18][C:17]=2[F:32])([CH2:14][F:15])[N:13]=1)(C)(C)C>Cl.O1CCOCC1.Cl.CO>[Br:30][C:27]1[CH:28]=[CH:29][C:24]([CH2:23][NH:22][C:20]2[CH:19]=[CH:18][C:17]([F:32])=[C:16]([C:12]3([CH2:14][F:15])[CH2:11][O:10][CH2:9][C:8]([NH2:7])=[N:13]3)[CH:21]=2)=[C:25]([Cl:31])[CH:26]=1 |f:1.2,3.4|. Run at temperature 50 celsius, time 2 hour. The reactants are C(C)(C)(C)OC(NC=1COCC(N1)(CF)C1=C(C=CC(=C1)NCC1=C(C=C(C=C1)Br)Cl)F)=O ({5-[5-(4-Bromo-2-chloro-benzylamino)-2-fluoro-phenyl]-5-fluoromethyl-5,6-dihydro-2H-[1,4]oxazin-3-yl}-carbamic acid tert-butyl ester). Reagents/catalysts: Cl.CO (HCl MeOH). Reported procedure: {5-[5-(4-Bromo-2-chloro-benzylamino)-2-fluoro-phenyl]-5-fluoromethyl-5,6-dihydro-2H-[1,4]oxazin-3-yl}-carbamic acid tert-butyl ester (82 mg, 0.151 mmol) were suspended in 1.1 ml HCl/Dioxane (4M). A few drops HCl/MeOH (3M) were added and the mixture was stirred at 50° C. for 2 h. The mixture was evaporated, taken up in 10% aq soda, extracted with DCM and dried with Na2SO4. The title compound was purified via chromatography on silica gel [DCM/1-5%(MeOH/DCM 10:90)]. The product was dissolved in Et2... Reactants: IC1=C(C=C(C=C1)[N+](=O)[O-])C (1-iodo-2-methyl-4-nitrobenzene), CN1C(NCCC1)=O (1-methyltetrahydropyrimidin-2(1H)-one), NCCN (N,N′-dimethylenediamine), P(=O)([O-])([O-])[O-].[K+].[K+].[K+] (potassium phosphate). The reagents and catalysts are [Cu]I (copper(I) iodide). The solvent is O1CCOCC1 (dioxane). Reaction conditions: temperature 110 celsius, time 19 hour. Yields the product CN1C(N(CCC1)C1=C(C=C(C=C1)[N+](=O)[O-])C)=O (1-Methyl-3-(2-methyl-4-nitrophenyl)tetrahydropyrimidin-2(1H)-one). Reaction SMILES: P([O-])([O-])([O-])=O.[K+].[K+].[K+].I[C:10]1[CH:15]=[CH:14][C:13]([N+:16]([O-:18])=[O:17])=[CH:12][C:11]=1[CH3:19].[CH3:20][N:21]1[CH2:26][CH2:25][CH2:24][NH:23][C:22]1=[O:27].NCCN>O1CCOCC1.[Cu]I>[CH3:20][N:21]1[CH2:26][CH2:25][CH2:24][N:23]([C:10]2[CH:15]=[CH:14][C:13]([N+:16]([O-:18])=[O:17])=[CH:12][C:11]=2[CH3:19])[C:22]1=[O:27] |f:0.1.2.3|. Procedure details: 16.1 g (76.1 mmol) of potassium phosphate and 0.362 g (1.90 mmol) of copper(I) iodide are initially charged, and the apparatus is baked out and then flushed with argon. 10.0 g (38.1 mmol) of 1-iodo-2-methyl-4-nitrobenzene, 6.51 g (57.0 mmol) of 1-methyltetrahydropyrimidin-2(1H)-one and 0.394 g (3.80 mmol) of N,N′-dimethylenediamine in 200 ml of dioxane are added, and the mixture is stirred at 110° C. After 19 h, after cooling, the mixture is filtered with suction through kieselguhr and then wash... Reactants: CC(C)(C)C(=O)Cl, N#CN, [Na], C1CCOC1. The product is CC(C)(C)C(=O)NC#N. Reaction SMILES: [C:1]([C:2]([CH3:3])([CH3:4])[CH3:5])(=[O:6])[Cl:7].[N:8]#[C:9][NH2:10].[Na:11].[O:12]1[CH2:13][CH2:14][CH2:15][CH2:16]1>>[C:1]([C:2]([CH3:3])([CH3:4])[CH3:5])(=[O:6])[NH:10][C:9]#[N:8]. Starting materials: N1(CCCC1)[C@H]1CN(CC1)C1=C(C=C(C=C1)N1C(C2=CC=C(C=C2C=C1)C#CCCC)=O)F (2-((R)-4-[1,3′]bipyrrolidinyl-1′-yl-3-fluorophenyl)-6-pent-1-ynyl-2H-isoquinolin-1-one), N1=CC=CC2=CC=CC=C12 (quinoline). The reagents and catalysts are [Pd] (palladium). Solvent: N1=CC=CC=C1 (pyridine). Reaction conditions: time 2 hour. Product: N1(CCCC1)[C@H]1CN(CC1)C1=C(C=C(C=C1)N1C(C2=CC=C(C=C2C=C1)\C=C/CCC)=O)F (2-((R)-4-[1,3′]Bipyrrolidinyl-1′-yl-3-fluorophenyl)-6-((Z)-pent-1-enyl)-2H-isoquinolin-1-one). As a reaction SMILES: [N:1]1([C@@H:6]2[CH2:10][CH2:9][N:8]([C:11]3[CH:16]=[CH:15][C:14]([N:17]4[CH:26]=[CH:25][C:24]5[C:19](=[CH:20][CH:21]=[C:22]([C:27]#[C:28][CH2:29][CH2:30][CH3:31])[CH:23]=5)[C:18]4=[O:32])=[CH:13][C:12]=3[F:33])[CH2:7]2)[CH2:5][CH2:4][CH2:3][CH2:2]1.N1C2C(=CC=CC=2)C=CC=1>[Pd].N1C=CC=CC=1>[N:1]1([C@@H:6]2[CH2:10][CH2:9][N:8]([C:11]3[CH:16]=[CH:15][C:14]([N:17]4[CH:26]=[CH:25][C:24]5[C:19](=[CH:20][CH:21]=[C:22](/[CH:27]=[CH:28]\[CH2:29][CH2:30][CH3:31])[CH:23]=5)[C:18]4=[O:32])=[CH:13][C:12]=3[F:33])[CH2:7]2)[CH2:2][CH2:3][CH2:4][CH2:5]1. Reported procedure: A mixture of 2-((R)-4-[1,3′]bipyrrolidinyl-1′-yl-3-fluorophenyl)-6-pent-1-ynyl-2H-isoquinolin-1-one (2.7 g), quinoline (0.4 g), pyridine (50 mL) and palladium (5% on barium carbonate; 100 mg) was stirred vigorously for 2 hours under a hydrogen atmosphere (balloon flask). It was sucked off of the catalyst and the filtrate was concentrated. The residue was purified by chromatography on silica gel. In this way the product was obtained with molecular weight 445.59 (C28H32FN3O); MS (ESI): 446 (M+H+). As a reaction SMILES: [OH-].[Na+].[F:3][C:4]([F:30])([F:29])[C:5]1[CH:10]=[CH:9][C:8]([CH:11]([S:18][C:19]2[CH:28]=[CH:27][C:22]([C:23]([O:25]C)=[O:24])=[CH:21][CH:20]=2)[CH2:12][N:13]2[CH:17]=[CH:16][N:15]=[CH:14]2)=[CH:7][CH:6]=1>CO>[F:30][C:4]([F:3])([F:29])[C:5]1[CH:10]=[CH:9][C:8]([CH:11]([S:18][C:19]2[CH:28]=[CH:27][C:22]([C:23]([OH:25])=[O:24])=[CH:21][CH:20]=2)[CH2:12][N:13]2[CH:17]=[CH:16][N:15]=[CH:14]2)=[CH:7][CH:6]=1 |f:0.1|. Solvent: CO (methanol). The yield is 62.9%. Procedure: 8 ml of a 1N aqueous solution of sodium hydroxide were added to 792 mg of methyl 4-[1-(4-trifluoromethylphenyl)-2-(imidazol-1-yl)ethylthio]benzoate (prepared as described in Example 35) in 8 ml of methanol, and the resulting mixture was stirred at room temperature for 4 hours. The reaction mixture was then treated and purified by the same method as described in Example 28, to give 481 mg of the title compound as a powder, melting at 92°-95° C. The reactants are aqueous solution, [OH-].[Na+] (sodium hydroxide), FC(C1=CC=C(C=C1)C(CN1C=NC=C1)SC1=CC=C(C(=O)OC)C=C1)(F)F (Methyl 4-[1-(4-trifluoromethylphenyl)-2-(imidazol-1-yl)ethylthio]benzoate). Yields the product FC(C1=CC=C(C=C1)C(CN1C=NC=C1)SC1=CC=C(C(=O)O)C=C1)(F)F (4-[1-(4-Trifluoromethylphenyl)-2-(imidazol-1-yl)ethylthio]benzoic acid). Run at time 4 hour. The reactants are [Ag+], CC#N, O=C(O)C1CCC(c2ccc(Cl)cc2)CC1, O=[N+]([O-])[O-], [NH4+], [NH4+], O=C1C=CC(=O)c2ccccc21, O, O=S(=O)([O-])OOS(=O)(=O)[O-]. Yields the product O=C1C=C(C2CCC(c3ccc(Cl)cc3)CC2)C(=O)c2ccccc21. As a reaction SMILES: [Ag+:49].[CH3:17][C:18]#[N:19].[Cl:1][c:2]1[cH:3][cH:4][c:5]([CH:8]2[CH2:9][CH2:10][CH:11]([C:14]([OH:15])=[O:16])[CH2:12][CH2:13]2)[cH:6][cH:7]1.[N+:45]([O-:46])([O-:47])=[O:48].[NH4+:42].[NH4+:43].[O:20]=[C:21]1[CH:22]=[CH:23][C:24](=[O:25])[c:26]2[cH:27][cH:28][cH:29][cH:30][c:31]21.[OH2:44].[S:32]([O:33][O:34][S:35]([O-:36])(=[O:37])=[O:38])([O-:39])(=[O:40])=[O:41]>>[Cl:1][c:2]1[cH:3][cH:4][c:5]([CH:8]2[CH2:9][CH2:10][CH:11]([C:14]3=[CH:22][C:21](=[O:20])[c:31]4[c:26]([cH:27][cH:28][cH:29][cH:30]4)[C:24]3=[O:25])[CH2:12][CH2:13]2)[cH:6][cH:7]1. Reported procedure: 10 g of 5,7-dichloro-3-(2-fluorophenyl)-6-methoxy-1,2-benzisoxazole is combined with 100 g pyridine hydrochloride and heated at 200° C. for 0.5 hours. The hot melt is quickly poured into stirred ice water and a resultant precipitate is filtered and dried for 48 hours in vacuo (64° C.). The solid is recrystallized from toluene affording 5,7-dichloro-3-(2-fluorophenyl)-6-hydroxy-1,2-benzisoxazole, mp 194°-196° C. Starting materials: ClC=1C(=C(C2=C(C(=NO2)C2=C(C=CC=C2)F)C1)Cl)OC (5,7-dichloro-3-(2-fluorophenyl)-6-methoxy-1,2-benzisoxazole), Cl.N1=CC=CC=C1 (pyridine hydrochloride), ice water. Conditions: temperature 200 celsius. Reaction SMILES: [Cl:1][C:2]1[C:3]([O:19]C)=[C:4]([Cl:18])[C:5]2[O:9][N:8]=[C:7]([C:10]3[CH:15]=[CH:14][CH:13]=[CH:12][C:11]=3[F:16])[C:6]=2[CH:17]=1.Cl.N1C=CC=CC=1>>[Cl:1][C:2]1[C:3]([OH:19])=[C:4]([Cl:18])[C:5]2[O:9][N:8]=[C:7]([C:10]3[CH:15]=[CH:14][CH:13]=[CH:12][C:11]=3[F:16])[C:6]=2[CH:17]=1 |f:1.2|. Yields the product ClC=1C(=C(C2=C(C(=NO2)C2=C(C=CC=C2)F)C1)Cl)O (5,7-dichloro-3-(2-fluorophenyl)-6-hydroxy-1,2-benzisoxazole). Starting materials: C([O-])([O-])=O.[Na+].[Na+] (sodium carbonate), pinacol ester, O (Water), ClC1=C2C(=NC(=N1)Cl)NN=C2 (4,6-Dichloro pyrazolo[3,4-d]pyrimidine), aryl boronic acid, O (water). Run at temperature 80 celsius. The reagents and catalysts are Cl[Pd]([P](C1=CC=CC=C1)(C2=CC=CC=C2)C3=CC=CC=C3)([P](C4=CC=CC=C4)(C5=CC=CC=C5)C6=CC=CC=C6)Cl (Bis(triphenylphosphine)palladium(II) chloride). Solvent: C(C)#N (acetonitrile). As a reaction SMILES: Cl[C:2]1[N:7]=[C:6]([Cl:8])[N:5]=[C:4]2[NH:9][N:10]=[CH:11][C:3]=12.C(=O)([O-])[O-].[Na+].[Na+].O>C(#N)C.Cl[Pd](Cl)([P](C1C=CC=CC=1)(C1C=CC=CC=1)C1C=CC=CC=1)[P](C1C=CC=CC=1)(C1C=CC=CC=1)C1C=CC=CC=1>[Cl:8][C:6]1[N:5]=[C:4]2[NH:9][N:10]=[CH:11][C:3]2=[CH:2][N:7]=1 |f:1.2.3,^1:24,43|. The product is 4-aryl, ClC1=NC=C2C(=N1)NN=C2 (6-chloro pyrazolo[3,4-d]pyrimidine). Procedure: 4,6-Dichloro pyrazolo[3,4-d]pyrimidine intermediate 27 and an aryl boronic acid or pinacol ester (1 eq) are suspended in acetonitrile, and sodium carbonate (3 eq, 80 mg) in solution with water. Bis(triphenylphosphine)palladium(II) chloride (0.05 eq) is added. The reaction mixture is heated in microwave at about 80° C. for about 5 min. Water is added to the mixture, and the precipitated product is filtered and purified by column chromatography to yield the 4-aryl, 6-chloro pyrazolo[3,4-d]pyrimidi... Starting materials: ClC(=C[C@H]1C([C@H]1C(=O)Cl)(C)C)Cl ((cis)-3-(2,2-dichloroethenyl)-2,2-dimethylcyclopropanecarbonyl chloride), C(#N)C(O)C1=CC(=CC=C1)OC1=CC=CC=C1 ((cyano)(3-phenoxyphenyl)methanol), N1=CC=CC=C1 (pyridine). Run in C1(=CC=CC=C1)C (toluene). Reaction conditions: temperature 40 celsius, time 2.5 hour. Yields the product ClC(=C[C@H]1C([C@H]1C(=O)OC(C1=CC(=CC=C1)OC1=CC=CC=C1)C#N)(C)C)Cl ((cyano)(3-phenoxyphenyl)methyl cis-3-(2,2-dichloroethenyl)-2,2-dimethylcyclopropanecarboxylate). The yield is 106.1%. Reaction SMILES: [C:1]([CH:3]([C:5]1[CH:10]=[CH:9][CH:8]=[C:7]([O:11][C:12]2[CH:17]=[CH:16][CH:15]=[CH:14][CH:13]=2)[CH:6]=1)[OH:4])#[N:2].[Cl:18][C:19]([Cl:29])=[CH:20][C@@H:21]1[C@H:23]([C:24](Cl)=[O:25])[C:22]1([CH3:28])[CH3:27].N1C=CC=CC=1>C1(C)C=CC=CC=1>[Cl:18][C:19]([Cl:29])=[CH:20][C@@H:21]1[C@H:23]([C:24]([O:4][CH:3]([C:1]#[N:2])[C:5]2[CH:10]=[CH:9][CH:8]=[C:7]([O:11][C:12]3[CH:17]=[CH:16][CH:15]=[CH:14][CH:13]=3)[CH:6]=2)=[O:25])[C:22]1([CH3:27])[CH3:28]. Procedure: A mixture of 468.6 g (2.08 moles) (cyano)(3-phenoxyphenyl)methanol and 2500 ml toluene was placed in a flask and heated to 40° C. During an 80-85 minute period, 509 g (2.24 moles) of (cis)-3-(2,2-dichloroethenyl)-2,2-dimethylcyclopropanecarbonyl chloride prepared as described in Step B, and 186 g (2.35 moles) of pyridine were added under nitrogen. Upon completion of the addition, the reaction mixture was stirred 2.5 hours at 40° C. After cooling, the reaction mixture was washed successively with...